Dataset: the Open Reaction Database (ORD), a public repository of structured organic reaction records. Task: describe an organic reaction: reactants, conditions, products, and yield Starting materials: COCCOC, CCOC(=O)CP(=O)(OCC)OCC, COC(C)OC, O=Cc1cc(F)cc(F)c1, [H-], [H][H], [Na+], O. Yields the product CCOC(=O)CCc1cc(F)cc(F)c1. As a reaction SMILES: [CH2:29]([CH2:30][O:31][CH3:32])[O:33][CH3:34].[CH2:3]([O:4][P:5]([O:6][CH2:7][CH3:8])(=[O:9])[CH2:11][C:12](=[O:13])[O:14][CH2:15][CH3:16])[CH3:10].[CH3:35][O:36][CH:37]([O:38][CH3:39])[CH3:40].[F:19][c:20]1[cH:21][c:22]([CH:23]=[O:24])[cH:25][c:26]([F:28])[cH:27]1.[H-:1].[H:17][H:18].[Na+:2].[OH2:41]>>[CH2:11]([C:12](=[O:13])[O:14][CH2:15][CH3:16])[CH2:23][c:22]1[cH:21][c:20]([F:19])[cH:27][c:26]([F:28])[cH:25]1. Reactants: O=C1CCC(=O)N1I, CN(C)C=O, Nc1nccc2cc(-c3cccc4cnccc34)oc12. Yields the product Nc1ncc(I)c2cc(-c3cccc4cnccc34)oc12. As a reaction SMILES: [O:21]=[C:22]1[N:23]([I:28])[C:24](=[O:25])[CH2:26][CH2:27]1.[O:29]=[CH:30][N:31]([CH3:32])[CH3:33].[cH:1]1[n:2][cH:3][cH:4][c:5]2[c:6](-[c:11]3[cH:12][c:13]4[c:14]([c:15]([NH2:19])[n:16][cH:17][cH:18]4)[o:20]3)[cH:7][cH:8][cH:9][c:10]12>>[cH:1]1[n:2][cH:3][cH:4][c:5]2[c:6](-[c:11]3[cH:12][c:13]4[c:14]([c:15]([NH2:19])[n:16][cH:17][c:18]4[I:28])[o:20]3)[cH:7][cH:8][cH:9][c:10]12.